Dataset: the Open Reaction Database (ORD), a public repository of structured organic reaction records. Task: describe an organic reaction: reactants, conditions, products, and yield Reactants: CI (methyl iodide), O1CCN(CC1)C=1C(=NSN1)C=1C=NC=CC1 (3-(4-morpholino-1, 2,5-thiadiazol-3-yl)pyridine). The solvent is CC(=O)C (acetone). Conditions: time 18 hour. The product is [I-].O1CCN(CC1)C=1C(=NSN1)C=1C=[N+](C=CC1)C (3-(4-morpholino-1,2,5-thiadiazol-3-yl)-1-methylpyridinium iodide). Reaction SMILES: [CH3:1][I:2].[O:3]1[CH2:8][CH2:7][N:6]([C:9]2[C:10]([C:14]3[CH:15]=[N:16][CH:17]=[CH:18][CH:19]=3)=[N:11][S:12][N:13]=2)[CH2:5][CH2:4]1>CC(C)=O>[I-:2].[O:3]1[CH2:4][CH2:5][N:6]([C:9]2[C:10]([C:14]3[CH:15]=[N+:16]([CH3:1])[CH:17]=[CH:18][CH:19]=3)=[N:11][S:12][N:13]=2)[CH2:7][CH2:8]1 |f:3.4|. Procedure details: A mixture of methyl iodide (0.5 ml, 8 mmol) and 3-(4-morpholino-1, 2,5-thiadiazol-3-yl)pyridine (680 mg, 2.7 mmol) in acetone (5 ml) was stirred at room temperature for 18 h. The title compound precipitated from the solution and was collected by filtration to yield 1.0 g (94%). The reactants are [Cl-].[Cl-].[Ca+2] (CaCl2), [Na].COC1=CC2=C(NC(=N2)S(=O)CC2=NC=C(C(=C2C)OC)C)C=C1 (5-methoxy-2-[[(4-methoxy-3,5-dimethyl-2-pyridinyl)-methyl]sulfinyl]-1H-benzimidazole sodium salt). Solvent: O (water), O (water). Conditions: time 1 hour. Product: CC=1C=NC(=C(C1OC)C)C[S+](C=2NC=3C=CC(=CC3N2)OC)[O-].[Ca] (omeprazole calcium). Isolated yield 0.2%. Reaction SMILES: [Cl-].[Cl-].[Ca+2:3].[Na].[CH3:5][O:6][C:7]1[CH:28]=[CH:27][C:10]2[NH:11][C:12]([S:14]([CH2:16][C:17]3[C:22]([CH3:23])=[C:21]([O:24][CH3:25])[C:20]([CH3:26])=[CH:19][N:18]=3)=[O:15])=[N:13][C:9]=2[CH:8]=1>O>[CH3:26][C:20]1[CH:19]=[N:18][C:17]([CH2:16][S+:14]([O-:15])[C:12]2[NH:11][C:10]3[CH:27]=[CH:28][C:7]([O:6][CH3:5])=[CH:8][C:9]=3[N:13]=2)=[C:22]([CH3:23])[C:21]=1[O:24][CH3:25].[Ca:3] |f:0.1.2,3.4,6.7,^1:3|. Procedure details: Anhydrous CaCl2 (17.9 g, 0.161 mol) dissolved in deionized water (200 ml) was added dropwise under viogorous stirring to a solution of omeprazole sodium salt (125 g, 0.340 mole) in deionized water (1250 ml) and then stirring was continued for 1 h at room temperature. The precipitate was centrifuged down and washed with deionized water until no Cl- was detectable (AgNO3). After drying in the air and grinding, the crystals were dried in vacuum at 40° for 20 h yielding omeprazole calcium salt dihyd... The reactants are CC(=O)O[BH-](OC(C)=O)OC(C)=O, CC(=O)O, CC(C)(C)OC(=O)N1CCC2(CCNCC2)C1, Cc1ccsc1C=O, CN(C)C=O, [Na+], [Na+], [OH-]. Yields the product Cc1ccsc1CN1CCC2(CC1)CCN(C(=O)OC(C)(C)C)C2. As a reaction SMILES: [C:26]([O:27][BH-:28]([O:29][C:30](=[O:31])[CH3:32])[O:33][C:34](=[O:35])[CH3:36])(=[O:37])[CH3:38].[C:47]([OH:48])(=[O:49])[CH3:50].[CH2:1]1[N:2]([C:11](=[O:12])[O:13][C:14]([CH3:15])([CH3:16])[CH3:17])[CH2:3][CH2:4][C:5]12[CH2:6][CH2:7][NH:8][CH2:9][CH2:10]2.[CH3:18][c:19]1[c:20]([CH:24]=[O:25])[s:21][cH:22][cH:23]1.[CH3:42][N:43]([CH3:44])[CH:45]=[O:46].[Na+:39].[Na+:41].[OH-:40]>>[CH2:1]1[N:2]([C:11](=[O:12])[O:13][C:14]([CH3:15])([CH3:16])[CH3:17])[CH2:3][CH2:4][C:5]12[CH2:6][CH2:7][N:8]([CH2:24][c:20]1[c:19]([CH3:18])[cH:23][cH:22][s:21]1)[CH2:9][CH2:10]2. The reactants are C1CCOC1, CCOC(C)=O, COc1cc(B(O)O)cc(OC)c1OC, Cc1ccccc1, O=Cc1ccc(Cl)s1, [Na+], [Na+], O=C([O-])[O-], c1ccc(P(c2ccccc2)(c2ccccc2)[Pd](P(c2ccccc2)(c2ccccc2)c2ccccc2)(P(c2ccccc2)(c2ccccc2)c2ccccc2)P(c2ccccc2)(c2ccccc2)c2ccccc2)cc1. Yields the product COc1cc(-c2ccc(C=O)s2)cc(OC)c1OC. RXN SMILES: [CH2:120]1[O:121][CH2:122][CH2:123][CH2:124]1.[CH3:114][CH2:115][O:116][C:117](=[O:118])[CH3:119].[CH3:1][O:2][c:3]1[cH:4][c:5]([B:13]([OH:14])[OH:15])[cH:6][c:7]([O:11][CH3:12])[c:8]1[O:9][CH3:10].[CH3:24][c:25]1[cH:26][cH:27][cH:28][cH:29][cH:30]1.[Cl:16][c:17]1[cH:18][cH:19][c:20]([CH:22]=[O:23])[s:21]1.[Na+:31].[Na+:32].[O-:33][C:34](=[O:35])[O-:36].[cH:37]1[cH:38][cH:39][c:40]([P:41]([Pd:42]([P:43]([c:44]2[cH:45][cH:46][cH:47][cH:48][cH:49]2)([c:50]2[cH:51][cH:52][cH:53][cH:54][cH:55]2)[c:56]2[cH:57][cH:58][cH:59][cH:60][cH:61]2)([P:62]([c:63]2[cH:64][cH:65][cH:66][cH:67][cH:68]2)([c:69]2[cH:70][cH:71][cH:72][cH:73][cH:74]2)[c:75]2[cH:76][cH:77][cH:78][cH:79][cH:80]2)[P:81]([c:82]2[cH:83][cH:84][cH:85][cH:86][cH:87]2)([c:88]2[cH:89][cH:90][cH:91][cH:92][cH:93]2)[c:94]2[cH:95][cH:96][cH:97][cH:98][cH:99]2)([c:100]2[cH:101][cH:102][cH:103][cH:104][cH:105]2)[c:106]2[cH:107][cH:108][cH:109][cH:110][cH:111]2)[cH:112][cH:113]1>>[CH3:1][O:2][c:3]1[cH:4][c:5](-[c:17]2[cH:18][cH:19][c:20]([CH:22]=[O:23])[s:21]2)[cH:6][c:7]([O:11][CH3:12])[c:8]1[O:9][CH3:10].